The task is: describe an organic reaction: reactants, conditions, products, and yield. This data is from the Open Reaction Database (ORD), a public repository of structured organic reaction records. The reactants are N#Cc1ccc(OCc2ccccc2)nc1, CCO, [Na+], [OH-], O. The product is O=C(O)c1ccc(OCc2ccccc2)nc1. RXN SMILES: [CH2:1]([c:2]1[cH:3][cH:4][cH:5][cH:6][cH:7]1)[O:8][c:9]1[n:10][cH:11][c:12]([C:13]#[N:14])[cH:15][cH:16]1.[CH3:20][CH2:21][OH:22].[Na+:18].[OH-:17].[OH2:19]>>[CH2:1]([c:2]1[cH:3][cH:4][cH:5][cH:6][cH:7]1)[O:8][c:9]1[n:10][cH:11][c:12]([C:13](=[O:17])[OH:19])[cH:15][cH:16]1. The reactants are CC1=NN2C(N(C3=C(C2=O)C=NC(=C3)SC)C)=C1 (2,4-Dimethyl-6-(methylthio)pyrazolo[1,5-a]pyrido[4,3-d]pyrimidin-9(4H)-one), ClC1=CC=2N(C=3N(C(C2C=N1)=O)N=CC3)C (6-chloro-4-methylpyrazolo[1,5-a]pyrido[4,3-d]pyrimidin-9(4H)-one). Product: CN1C=2N(C(C3=C1C=C(N=C3)SC)=O)N=CC2 (4-methyl-6-(methylthio)pyrazolo[1,5-a]pyrido[4,3-d]pyrimidin-9(4H)-one). Isolated yield 68.0%. RXN SMILES: C[C:2]1[CH:18]=[C:5]2[N:6]([CH3:17])[C:7]3[CH:14]=[C:13]([S:15][CH3:16])[N:12]=[CH:11][C:8]=3[C:9](=[O:10])[N:4]2[N:3]=1.ClC1N=CC2C(=O)N3N=CC=C3N(C)C=2C=1>>[CH3:17][N:6]1[C:7]2[CH:14]=[C:13]([S:15][CH3:16])[N:12]=[CH:11][C:8]=2[C:9](=[O:10])[N:4]2[N:3]=[CH:2][CH:18]=[C:5]12. Procedure details: When 6-chloro-2,4-dimethylpyrazolo[1,5-a]pyrido[4,3-d]pyrimidin-9(4H)-one of Example 9 is replaced by 6-chloro-4-methylpyrazolo[1,5-a]pyrido[4,3-d]pyrimidin-9(4H)-one of Example 6, 4-methyl-6-(methylthio)pyrazolo[1,5-a]pyrido[4,3-d]pyrimidin-9(4H)-one is obtained, yield: 68%; m.p. 267.4° (butyl alcohol).